Dataset: the Open Reaction Database (ORD), a public repository of structured organic reaction records. Task: describe an organic reaction: reactants, conditions, products, and yield Starting materials: FC=1C(=NC(NC1)=O)N (5-fluorocytosine), C([O-])([O-])=O.[K+].[K+] (potassium carbonate), O1CC1COCCCCCCCCCCCCCCCCCC (rac-1,2-epoxy-3-octadecyloxypropane). Solvent: CN(C=O)C (dimethyl formamide). Conditions: temperature 70 celsius, time 1 hour. The product is FC=1C(=NC(N(C1)CC(COCCCCCCCCCCCCCCCCCC)O)=O)N (5-fluoro-1-[2'-hydroxy-3'-octadecyloxypropyl]-cytosine). Yield: 21.5%. Reaction SMILES: [F:1][C:2]1[C:3]([NH2:9])=[N:4][C:5](=[O:8])[NH:6][CH:7]=1.C(=O)([O-])[O-].[K+].[K+].[O:16]1[CH:18]([CH2:19][O:20][CH2:21][CH2:22][CH2:23][CH2:24][CH2:25][CH2:26][CH2:27][CH2:28][CH2:29][CH2:30][CH2:31][CH2:32][CH2:33][CH2:34][CH2:35][CH2:36][CH2:37][CH3:38])[CH2:17]1>CN(C)C=O>[F:1][C:2]1[C:3]([NH2:9])=[N:4][C:5](=[O:8])[N:6]([CH2:17][CH:18]([OH:16])[CH2:19][O:20][CH2:21][CH2:22][CH2:23][CH2:24][CH2:25][CH2:26][CH2:27][CH2:28][CH2:29][CH2:30][CH2:31][CH2:32][CH2:33][CH2:34][CH2:35][CH2:36][CH2:37][CH3:38])[CH:7]=1 |f:1.2.3|. Reported procedure: A mixture of 5-fluorocytosine (0.80 g, 6.20 mmol), anhydrous potassium carbonate (40 mg) and anhydrous dimethyl formamide (15 mL) is heated to 70° C. under a nitrogen atmosphere. Then rac-1,2-epoxy-3-octadecyloxypropane (2.0 g, 6.13 mmol) is added to this mixture with stirring over a period of 1 hour. The resultant reaction mixture is stirred at 80°-90° C. (oil bath temperature) for 48 hours. The reaction mixture is cooled to room temperature and concentrated under reduced pressure (0.5 mm Hg) t... Reactants: OCC1=CC=C(C=C1)NC(C=C)=O (N-[4-(hydroxymethyl)phenyl]acrylamide), OCC1=CC=C(C=C1)NC(C=C)=O (N-[4-(hydroxymethyl)phenyl]acrylamide), OC(C(=O)O[C@@H]1CC[C@H](CC1)NC)(C=1SC=CC1)C=1SC=CC1 (Trans-4-(methylamino)cyclohexyl hydroxy(di-2-thienyl)acetate), OC(C(=O)O[C@@H]1CC[C@H](CC1)NC)(C=1SC=CC1)C=1SC=CC1 (Trans-4-(methylamino)cyclohexyl hydroxy(di-2-thienyl)acetate). Run in O1CCCC1 (tetrahydrofuran). Reaction conditions: temperature 75 celsius, time 4 day. Yields the product OC(C(=O)O[C@@H]1CC[C@H](CC1)N(C)CCC(=O)NC1=CC=C(C=C1)CO)(C=1SC=CC1)C=1SC=CC1 (trans-4-[(3-{[4-(hydroxymethyl)phenyl]amino}-3-oxopropyl)(methyl)-amino]cyclohexyl hydroxy(di-2-thienyl)acetate). Isolated yield 34.0%. RXN SMILES: [OH:1][CH2:2][C:3]1[CH:8]=[CH:7][C:6]([NH:9][C:10](=[O:13])[CH:11]=[CH2:12])=[CH:5][CH:4]=1.[OH:14][C:15]([C:32]1[S:33][CH:34]=[CH:35][CH:36]=1)([C:27]1[S:28][CH:29]=[CH:30][CH:31]=1)[C:16]([O:18][C@H:19]1[CH2:24][CH2:23][C@H:22]([NH:25][CH3:26])[CH2:21][CH2:20]1)=[O:17]>O1CCCC1>[OH:14][C:15]([C:27]1[S:28][CH:29]=[CH:30][CH:31]=1)([C:32]1[S:33][CH:34]=[CH:35][CH:36]=1)[C:16]([O:18][C@H:19]1[CH2:20][CH2:21][C@H:22]([N:25]([CH2:12][CH2:11][C:10]([NH:9][C:6]2[CH:5]=[CH:4][C:3]([CH2:2][OH:1])=[CH:8][CH:7]=2)=[O:13])[CH3:26])[CH2:23][CH2:24]1)=[O:17]. Reported procedure: To a solution of N-[4-(hydroxymethyl)phenyl]acrylamide (intermediate 79; 0.3 g, 1.7 mmol) in tetrahydrofuran (6 mL) was added trans-4-(methylamino)cyclohexyl hydroxy(di-2-thienyl)acetate (intermediate 5; 0.5 g, 1.42 mmol). The mixture was placed in a sealed vessel and stirred for 4 days at 75° C. The solvent was removed under reduced pressure and the crude obtained was purified by preparative reversed-phase HPLC (System 2) to give the title compound (34%). The reactants are CCN(CC)c1ccccc1CCl, CCO, Cl, [Na+], [OH-], O, Cc1nc2ccccc2nc1S. Yields the product CCN(CC)c1ccccc1CSc1nc2ccccc2nc1C. RXN SMILES: [CH2:16]([CH3:17])[N:18]([c:19]1[c:20]([CH2:21][Cl:22])[cH:23][cH:24][cH:25][cH:26]1)[CH2:27][CH3:28].[CH3:30][CH2:31][OH:32].[ClH:15].[Na+:2].[OH-:1].[OH2:29].[SH:3][c:4]1[n:5][c:6]2[cH:7][cH:8][cH:9][cH:10][c:11]2[n:12][c:13]1[CH3:14]>>[S:3]([c:4]1[n:5][c:6]2[cH:7][cH:8][cH:9][cH:10][c:11]2[n:12][c:13]1[CH3:14])[CH2:21][c:20]1[c:19]([N:18]([CH2:16][CH3:17])[CH2:27][CH3:28])[cH:26][cH:25][cH:24][cH:23]1. Starting materials: BrCCCCOC1=CC2=C(C(=NS2)C2=CC=C(C=C2)Cl)C=C1 (6-(4-Bromo-butoxy)-3-(4-chloro-phenyl)-benzo[d]isothiazole), COCCNC (N-(2-Methoxyethyl)Methylamine). Yields the product ClC1=CC=C(C=C1)C1=NSC2=C1C=CC(=C2)OCCCCN(C)CCOC ({4-[3-(4-Chloro-phenyl)-benzo[d]isothiazol-6-yloxy]-butyl}-(2-methoxy-ethyl)-methyl-amine). RXN SMILES: Br[CH2:2][CH2:3][CH2:4][CH2:5][O:6][C:7]1[CH:22]=[CH:21][C:10]2[C:11]([C:14]3[CH:19]=[CH:18][C:17]([Cl:20])=[CH:16][CH:15]=3)=[N:12][S:13][C:9]=2[CH:8]=1.[CH3:23][O:24][CH2:25][CH2:26][NH:27][CH3:28]>>[Cl:20][C:17]1[CH:18]=[CH:19][C:14]([C:11]2[C:10]3[CH:21]=[CH:22][C:7]([O:6][CH2:5][CH2:4][CH2:3][CH2:2][N:27]([CH2:26][CH2:25][O:24][CH3:23])[CH3:28])=[CH:8][C:9]=3[S:13][N:12]=2)=[CH:15][CH:16]=1. Reported procedure: According to the method in example 7, 6-(4-Bromo-butoxy)-3-(4-chloro-phenyl)-benzo[d]isothiazole and N-(2-Methoxyethyl)Methylamine were converted to yield {4-[3-(4-Chloro-phenyl)-benzo[d]isothiazol-6-yloxy]-butyl}-(2-methoxy-ethyl)-methyl-amine, MS: 405 (MH+, 1Cl). The reactants are C1CCOC1, COC(=O)C(C)(C)Cc1c(SC(C)(C)C)c2cc(OC)ccc2n1Cc1ccc(Cl)cc1, CO, Cl, [Li+], [OH-]. Product: COc1ccc2c(c1)c(SC(C)(C)C)c(CC(C)(C)C(=O)O)n2Cc1ccc(Cl)cc1. As a reaction SMILES: [CH2:33]1[O:34][CH2:35][CH2:36][CH2:37]1.[CH3:1][O:2][C:3]([C:4]([CH2:5][c:6]1[n:7]([CH2:22][c:23]2[cH:24][cH:25][c:26]([Cl:29])[cH:27][cH:28]2)[c:8]2[cH:9][cH:10][c:11]([O:20][CH3:21])[cH:12][c:13]2[c:14]1[S:15][C:16]([CH3:17])([CH3:18])[CH3:19])([CH3:30])[CH3:31])=[O:32].[CH3:41][OH:42].[ClH:40].[Li+:39].[OH-:38]>>[O:2]=[C:3]([C:4]([CH2:5][c:6]1[n:7]([CH2:22][c:23]2[cH:24][cH:25][c:26]([Cl:29])[cH:27][cH:28]2)[c:8]2[cH:9][cH:10][c:11]([O:20][CH3:21])[cH:12][c:13]2[c:14]1[S:15][C:16]([CH3:17])([CH3:18])[CH3:19])([CH3:30])[CH3:31])[OH:32]. Starting materials: COC1=CC=C(C=2CCCCC12)C(C=CC)=O (1-(4-methoxy-5,6,7,8-tetrahydro-1-naphthyl)-2-butene-1-one), N1CCCC1 (pyrrolidine). The solvent is C(C)O (ethanol). The product is COC1=CC=C(C=2CCCCC12)C(CC(N1CCCC1)C)=O (1-(4-methoxy-5,6,7,8-tetrahydro-1-naphthyl)-3-methyl-3-pyrrolidino-1-propanone). Isolated yield 58.8%. Reaction SMILES: [CH3:1][O:2][C:3]1[C:12]2[CH2:11][CH2:10][CH2:9][CH2:8][C:7]=2[C:6]([C:13](=[O:17])[CH:14]=[CH:15][CH3:16])=[CH:5][CH:4]=1.[NH:18]1[CH2:22][CH2:21][CH2:20][CH2:19]1>C(O)C>[CH3:1][O:2][C:3]1[C:12]2[CH2:11][CH2:10][CH2:9][CH2:8][C:7]=2[C:6]([C:13](=[O:17])[CH2:14][CH:15]([CH3:16])[N:18]2[CH2:22][CH2:21][CH2:20][CH2:19]2)=[CH:5][CH:4]=1. Procedure: A solution of 1-(4-methoxy-5,6,7,8-tetrahydro-1-naphthyl)-2-butene-1-one (3.0 g) and pyrrolidine (1.85 g) in ethanol (100 ml) was stirred for 3 hours at room temperature. The mixture was evaporated in vacuo to give the residue. The residue was partitioned into water and ethyl ether The ethyl ether was washed with water. The organic layer was extracted with 2N hydrochloric acid. The aqueous layer was neutralized with ammonia water and then extracted with ethyl ether. The ethyl ether was dried ove... The reactants are [Al+3], CC(C)(C)c1ccccc1, CC(=O)N1CCC(C(=O)Cl)CC1, [Cl-], [Cl-], [Cl-], CC(Cl)Cl. Yields the product CC(=O)N1CCC(C(=O)c2ccc(C(C)(C)C)cc2)CC1. RXN SMILES: [Al+3:24].[C:13]([CH3:14])([CH3:15])([CH3:16])[c:17]1[cH:18][cH:19][cH:20][cH:21][cH:22]1.[C:1]([CH3:2])(=[O:3])[N:4]1[CH2:5][CH2:6][CH:7]([C:8](=[O:9])[Cl:10])[CH2:11][CH2:12]1.[Cl-:23].[Cl-:25].[Cl-:26].[Cl:27][CH:28]([Cl:29])[CH3:30]>>[C:1]([CH3:2])(=[O:3])[N:4]1[CH2:5][CH2:6][CH:7]([C:8](=[O:9])[c:20]2[cH:19][cH:18][c:17]([C:13]([CH3:14])([CH3:15])[CH3:16])[cH:22][cH:21]2)[CH2:11][CH2:12]1. The reactants are ClC(=O)OC1=CC=C(C=C1)OC1=NC=C(C=C1)C(F)(F)F (4-(5-trifluoromethyl-pyridin-2-yloxy)-phenyl chloroformate), Cl.N1CCC(CC1)N1C(CCC1)=O (1-piperidin-4-yl-pyrrolidine-2-one, hydrochloride). The product is FC(C=1C=CC(=NC1)OC1=CC=C(C=C1)OC(=O)N1CCC(CC1)N1C(CCC1)=O)(F)F (4-(2-Oxo-pyrrolidin-1-yl)-piperidine-1-carboxylic acid 4-(5-trifluoromethyl-pyridin-2-yloxy)-phenyl ester). RXN SMILES: Cl[C:2]([O:4][C:5]1[CH:10]=[CH:9][C:8]([O:11][C:12]2[CH:17]=[CH:16][C:15]([C:18]([F:21])([F:20])[F:19])=[CH:14][N:13]=2)=[CH:7][CH:6]=1)=[O:3].Cl.[NH:23]1[CH2:28][CH2:27][CH:26]([N:29]2[CH2:33][CH2:32][CH2:31][C:30]2=[O:34])[CH2:25][CH2:24]1>>[F:19][C:18]([F:21])([F:20])[C:15]1[CH:16]=[CH:17][C:12]([O:11][C:8]2[CH:9]=[CH:10][C:5]([O:4][C:2]([N:23]3[CH2:24][CH2:25][CH:26]([N:29]4[CH2:33][CH2:32][CH2:31][C:30]4=[O:34])[CH2:27][CH2:28]3)=[O:3])=[CH:6][CH:7]=2)=[N:13][CH:14]=1 |f:1.2|. Reported procedure: The title compound was prepared from 4-(5-trifluoromethyl-pyridin-2-yloxy)-phenyl chloroformate and 1-piperidin-4-yl-pyrrolidine-2-one, hydrochloride, preparative HPLC (Method C) (55%, semi-crystaline oil). HPLC-MS m/z=450.1 (M+1), Rt: 3.81 min.